describe an organic reaction: reactants, conditions, products, and yield From a dataset of the Open Reaction Database (ORD), a public repository of structured organic reaction records. Reactants: S1C(=CC=C1)CCCN1C[C@@H](CC1)OC(C(C=1SC=CC1)(C=1SC=CC1)O)=O (2-Hydroxy-2,2-dithien-2-ylacetic acid (3R)-1-(3-thien-2-ylpropyl)pyrrolidin-3-yl ester), S1C(=CC=C1)CCCN1C[C@@H](CC1)OC(C(C=1SC=CC1)(C=1SC=CC1)O)=O (2-Hydroxy-2,2-dithien-2-ylacetic acid (3R)-1-(3-thien-2-ylpropyl)pyrrolidin-3-yl ester), solution, solution, CBr (methyl bromide), CCOCC (ether). The solvent is C(C)#N (acetonitrile), C(Cl)(Cl)Cl (CHCl3), C(C)#N (acetonitrile). Conditions: time 24 hour. Yields the product [Br-].OC(C(=O)O[C@H]1C[N+](CC1)(CCCC=1SC=CC1)C)(C=1SC=CC1)C=1SC=CC1 ((3R)-3-(2-Hydroxy-2,2-dithien-2-ylacetoxy)-1-methyl-1-(3-thien-2-ylpropyl)pyrrolidinium bromide). As a reaction SMILES: [S:1]1[CH:5]=[CH:4][CH:3]=[C:2]1[CH2:6][CH2:7][CH2:8][N:9]1[CH2:13][CH2:12][C@@H:11]([O:14][C:15](=[O:28])[C:16]([OH:27])([C:22]2[S:23][CH:24]=[CH:25][CH:26]=2)[C:17]2[S:18][CH:19]=[CH:20][CH:21]=2)[CH2:10]1.C[Br:30].[CH3:31]COCC>C(#N)C.C(Cl)(Cl)Cl>[Br-:30].[OH:27][C:16]([C:22]1[S:23][CH:24]=[CH:25][CH:26]=1)([C:17]1[S:18][CH:19]=[CH:20][CH:21]=1)[C:15]([O:14][C@@H:11]1[CH2:12][CH2:13][N+:9]([CH3:31])([CH2:8][CH2:7][CH2:6][C:2]2[S:1][CH:5]=[CH:4][CH:3]=2)[CH2:10]1)=[O:28] |f:5.6|. Procedure details: 0.3 g (0.00069 mol) of 2-Hydroxy-2,2-dithien-2-ylacetic acid (3R)-1-(3-thien-2-ylpropyl)pyrrolidin-3-yl ester (Intermediate 1-3) were dissolved in 4 ml of acetonitrile and 6 ml of CHCl3. To this solution 3.45 ml (0.00345 mol) of a 1 M solution of methyl bromide in acetonitrile were added. After stirring the mixture at room temperature under N2 atmosphere during 24 h, the solvents were evaporated. Ether was added to the residue and the mixture stirred to obtain a solid. This solid was treated wit... Reactants: [H-].[Na+] (NaH), N1C=C(C2=CC=CC=C12)S(=O)(=O)N (1H-indole-3-sulfonic acid amide), C(CCC)SC1=NC=CC(=N1)Cl (2-Butylsulfanyl-4-chloro-pyrimidine). Run in CN(C)C=O (DMF). Reaction conditions: time 15 minute. The product is C(CCC)SC1=NC=CC(=N1)N1C=C(C2=CC=CC=C12)S(=O)(=O)N (1-(2-butylsulfanyl-pyrimidin-4-yl)-1H-indole-3-sulfonic acid amide). The yield is 78.3%. Reaction SMILES: [H-].[Na+].[NH:3]1[C:11]2[C:6](=[CH:7][CH:8]=[CH:9][CH:10]=2)[C:5]([S:12]([NH2:15])(=[O:14])=[O:13])=[CH:4]1.[CH2:16]([S:20][C:21]1[N:26]=[C:25](Cl)[CH:24]=[CH:23][N:22]=1)[CH2:17][CH2:18][CH3:19]>CN(C=O)C>[CH2:16]([S:20][C:21]1[N:22]=[C:23]([N:3]2[C:11]3[C:6](=[CH:7][CH:8]=[CH:9][CH:10]=3)[C:5]([S:12]([NH2:15])(=[O:14])=[O:13])=[CH:4]2)[CH:24]=[CH:25][N:26]=1)[CH2:17][CH2:18][CH3:19] |f:0.1|. Procedure: NaH (147 mg, 3.67 mmol, 60% dispersion) was added to a solution of 1H-indole-3-sulfonic acid amide (600 mg, 3.06 mmol) in DMF (5 mL) at 0° C., and stirred for 15 min. 2-Butylsulfanyl-4-chloro-pyrimidine (682 mg, 3.36 mmol) was added, and washed down with additional DMF (2 mL). The reaction mixture was allowed to warm to RT, and stirred overnight under N2. The reaction mixture was then poured into water, extracted with hot EtOAc, washed with water, brine, and filtered. The mixture was concentrate... Reactants: Cl.N1CC(C1)C1=CC2=C(C3=NN(C=C3CCO2)C=2N(N=CN2)C2=C(C=C(C=C2)F)F)C=C1 (8-azetidin-3-yl-2-[2-(2,4-difluoro-phenyl)-2H-[1,2,4]triazol-3-yl]-4,5-dihydro-2H-6-oxa-1,2-diaza-benzo[e]azulene hydrochloride), C(C)(C)(C)OC(=O)N1CC(C1)C1=CC2=C(C3=NC(=CN3CCO2)C=2N(N=CN2)C(C)C)C=C1 (3-[2-(2-isopropyl-2H-[1,2,4]triazol-3-yl)-4,5-dihydro-6-oxa-1,3a-diaza-benzo[e]azulen-8-yl]-azetidine-1-carboxylic acid tert-butyl ester). Procedure details: 8-Azetidin-3-yl-2-(2-isopropyl-2H-[1,2,4]triazol-3-yl)-4,5-dihydro-6-oxa-1,3a-diaza-benzo[e]azulene hydrochloride was prepared similarly to 8-azetidin-3-yl-2-[2-(2,4-difluoro-phenyl)-2H-[1,2,4]triazol-3-yl]-4,5-dihydro-2H-6-oxa-1,2-diaza-benzo[e]azulene hydrochloride from 3-[2-(2-isopropyl-2H-[1,2,4]triazol-3-yl)-4,5-dihydro-6-oxa-1,3a-diaza-benzo[e]azulen-8-yl]-azetidine-1-carboxylic acid tert-butyl ester. LCMS: RT=2.44 min, M+H+=351 Yields the product Cl.N1CC(C1)C1=CC2=C(C3=NC(=CN3CCO2)C=2N(N=CN2)C(C)C)C=C1 (8-Azetidin-3-yl-2-(2-isopropyl-2H-[1,2,4]triazol-3-yl)-4,5-dihydro-6-oxa-1,3a-diaza-benzo[e]azulene hydrochloride). RXN SMILES: [ClH:1].N1CC(C2C=CC3C4C(CCOC=3C=2)=CN(C2N(C3C=CC(F)=CC=3F)N=CN=2)N=4)C1.C(OC([N:40]1[CH2:43][CH:42]([C:44]2[CH:65]=[CH:64][C:47]3[C:48]4[N:52]([CH2:53][CH2:54][O:55][C:46]=3[CH:45]=2)[CH:51]=[C:50]([C:56]2[N:57]([CH:61]([CH3:63])[CH3:62])[N:58]=[CH:59][N:60]=2)[N:49]=4)[CH2:41]1)=O)(C)(C)C>>[ClH:1].[NH:40]1[CH2:41][CH:42]([C:44]2[CH:65]=[CH:64][C:47]3[C:48]4[N:52]([CH2:53][CH2:54][O:55][C:46]=3[CH:45]=2)[CH:51]=[C:50]([C:56]2[N:57]([CH:61]([CH3:62])[CH3:63])[N:58]=[CH:59][N:60]=2)[N:49]=4)[CH2:43]1 |f:0.1,3.4|.